From a dataset of the Open Reaction Database (ORD), a public repository of structured organic reaction records. describe an organic reaction: reactants, conditions, products, and yield The reactants are FC=1C=C(CN)C=CC1 (3-fluorobenzylamine), C(C)(=O)C=1OC(C2=CC=C(C=C2C1C1=CC=CC=C1)Br)=O (3-acetyl-6-bromo-4-phenylisochromen-1-one). The product is C(C)(=O)C=1N(C(C2=CC=C(C=C2C1C1=CC=CC=C1)Br)=O)CC1=CC(=CC=C1)F (3-acetyl-6-bromo-2-(3-fluorobenzyl)-4-phenyl-2H-isoquinolin-1-one). As a reaction SMILES: [F:1][C:2]1[CH:3]=[C:4]([CH:7]=[CH:8][CH:9]=1)[CH2:5][NH2:6].[C:10]([C:13]1[O:14][C:15](=O)[C:16]2[C:21]([C:22]=1[C:23]1[CH:28]=[CH:27][CH:26]=[CH:25][CH:24]=1)=[CH:20][C:19]([Br:29])=[CH:18][CH:17]=2)(=[O:12])[CH3:11]>>[C:10]([C:13]1[N:6]([CH2:5][C:4]2[CH:7]=[CH:8][CH:9]=[C:2]([F:1])[CH:3]=2)[C:15](=[O:14])[C:16]2[C:21]([C:22]=1[C:23]1[CH:28]=[CH:27][CH:26]=[CH:25][CH:24]=1)=[CH:20][C:19]([Br:29])=[CH:18][CH:17]=2)(=[O:12])[CH3:11]. Procedure: In the same manner as in Example 411, the title compound was synthesized from 3-fluorobenzylamine and 3-acetyl-6-bromo-4-phenylisochromen-1-one. Reactants: C=C[C@H]1CC[C@H]2[C@@H]3CCC4=CC(C=C[C@]4(C)[C@H]3CC[C@]12C)=O (Pregna-1,4,20-trien-3-one), [H-].[Al+3].[Li+].[H-].[H-].[H-] (lithium aluminum hydride). The solvent is CCOCC (ether). Conditions: time 70 minute. Product: C=C[C@H]1CC[C@H]2[C@@H]3CCC4=CC(C=C[C@]4(C)[C@H]3CC[C@]12C)O (Pregna-1,4,20-trien-3-ol). The yield is 10.0%. RXN SMILES: [CH2:1]=[CH:2][C@@H:3]1[C@:20]2([CH3:21])[C@H:6]([C@H:7]3[C@H:17]([CH2:18][CH2:19]2)[C@:15]2([CH3:16])[C:10](=[CH:11][C:12](=[O:22])[CH:13]=[CH:14]2)[CH2:9][CH2:8]3)[CH2:5][CH2:4]1.[H-].[Al+3].[Li+].[H-].[H-].[H-]>CCOCC>[CH2:1]=[CH:2][C@@H:3]1[C@:20]2([CH3:21])[C@H:6]([C@H:7]3[C@H:17]([CH2:18][CH2:19]2)[C@:15]2([CH3:16])[C:10](=[CH:11][CH:12]([OH:22])[CH:13]=[CH:14]2)[CH2:9][CH2:8]3)[CH2:5][CH2:4]1 |f:1.2.3.4.5.6|. Procedure: Pregna-1,4,20-trien-3-one (3, 0.26 g, 088 mmol) in 25 mL of anh. ether was reduced under argon atmosphere with lithium aluminum hydride (250.5 mg, 6.601 mmol) for 2 h and then quenched with 2.50 g of Glauber's salt. The resulting suspension was stirred 70 min., filtered, and washed twice with 50 mL portions of ether. After concentrating the combined filtrates under reduced pressure the residue was purified using preparative TLC (35% ethyl acetate/hexanes on alumina to give white needles (26.1 mg... The reactants are FC(=C(F)F)F (tetrafluoroethylene), C(C)NCC (diethylamine), FC(=C(F)F)F (tetrafluoroethylene). Yields the product FC(C(F)F)(F)N(CC)CC (1,1,2,2-tetrafluoroethyldiethylamine). Reaction SMILES: [F:1][C:2]([F:6])=[C:3]([F:5])[F:4].[CH2:7]([NH:9][CH2:10][CH3:11])[CH3:8]>>[F:1][C:2]([N:9]([CH2:10][CH3:11])[CH2:7][CH3:8])([F:6])[CH:3]([F:5])[F:4]. Procedure details: 1,1,2,2-tetrafluoroethyldiethylamine is prepared by the addition of tetrafluoroethylene at pressures of up to 700 kPa (100 psig) to an agitated solution of diethylamine. Equipment used for this preparation consists of a one liter bomb in a barricaded rocker arm, on account of the explosive nature of tetrafluoroethylene at elevated pressures. The reaction is carried out between 25 and 91° C. The obtained crude product is fractionated at 14 kPa of pressure (100 mm Hg) to yield a liquid product hav... Starting materials: CC(C)(C)OC(=O)N1CCC(C(C(=O)O)C(=O)O)C1, COC(C)(C)C, Cc1ccccc1, CS(C)=O. Yields the product CC(C)(C)OC(=O)N1CCC(CC(=O)O)C1. RXN SMILES: [C:1]([CH3:2])([CH3:3])([CH3:4])[O:5][C:6](=[O:7])[N:8]1[CH2:9][CH:10]([CH:13]([C:14](=[O:15])[OH:16])[C:17]([OH:18])=[O:19])[CH2:11][CH2:12]1.[C:31]([O:32][CH3:33])([CH3:34])([CH3:35])[CH3:36].[CH3:20][c:21]1[cH:22][cH:23][cH:24][cH:25][cH:26]1.[CH3:27][S:28]([CH3:29])=[O:30]>>[C:1]([CH3:2])([CH3:3])([CH3:4])[O:5][C:6](=[O:7])[N:8]1[CH2:9][CH:10]([CH2:13][C:14](=[O:15])[OH:16])[CH2:11][CH2:12]1. Starting materials: C(C)(=O)OCCOCCNC(C)(C)C (2-(2-t-Butylaminoethoxy)ethyl acetate), C[O-].[Na+] (sodium methoxide), C[O-].[Na+] (sodium methoxide). Solvent: CO (methanol). Conditions: time 3 hour. The product is C(C)(C)(C)NCCOCCO (2-(2-t-butylamino-ethoxy)ethanol). Yield: 68.3%. Reaction SMILES: C([O:4][CH2:5][CH2:6][O:7][CH2:8][CH2:9][NH:10][C:11]([CH3:14])([CH3:13])[CH3:12])(=O)C.C[O-].[Na+]>CO>[C:11]([NH:10][CH2:9][CH2:8][O:7][CH2:6][CH2:5][OH:4])([CH3:14])([CH3:13])[CH3:12] |f:1.2|. Procedure: 2-(2-t-Butylaminoethoxy)ethyl acetate (1.2 g, 5.9 mmol) was stirred for 7 hours with sodium methoxide (0.015 g, 0.28 mmol) in methanol (15 mL) at room temperature. The NMR analysis of the reaction mixture showed approximately 20% conversion. Additional sodium methoxide (0.015 g, 0.28 mmol) was added to the reaction mixture and it was stirred for an additional 3 hours. Solvent was evaporated and the liquid phase was separated from the solid by filtration. The solid was washed with diethyl ether. ...